From a dataset of the Open Reaction Database (ORD), a public repository of structured organic reaction records. describe an organic reaction: reactants, conditions, products, and yield Starting materials: [Li]CCCC, CCCC[Sn](Cl)(CCCC)CCCC, C1CCOC1, c1ccc2scnc2c1. The product is CCCC[Sn](CCCC)(CCCC)c1nc2ccccc2s1. RXN SMILES: [CH2:10]([Li:11])[CH2:12][CH2:13][CH3:14].[CH2:15]([CH2:16][CH2:17][CH3:18])[Sn:19]([CH2:20][CH2:21][CH2:22][CH3:23])([CH2:24][CH2:25][CH2:26][CH3:27])[Cl:28].[O:29]1[CH2:30][CH2:31][CH2:32][CH2:33]1.[cH:1]1[cH:2][cH:3][c:4]2[s:5][cH:6][n:7][c:8]2[cH:9]1>>[cH:1]1[cH:2][cH:3][c:4]2[s:5][c:6]([Sn:19]([CH2:15][CH2:16][CH2:17][CH3:18])([CH2:20][CH2:21][CH2:22][CH3:23])[CH2:24][CH2:25][CH2:26][CH3:27])[n:7][c:8]2[cH:9]1.